From a dataset of the Open Reaction Database (ORD), a public repository of structured organic reaction records. describe an organic reaction: reactants, conditions, products, and yield Reactants: Cl (hydrochloric acid), CC1=C(N)C(=CC(=C1N1CCCC1)C)C (2,4,6-trimethyl-3-pyrrolidin-1-yl-aniline), NC1=C(SC=C1)C(=O)OC (Methyl 3-amino-2-thiophenecarboxylate), C[Al](C)C (trimethylaluminum). Solvent: ClCCCl (1,2 dichloroethane). Conditions: time 30 minute. Yields the product NC1=C(SC=C1)C(=O)NC1=C(C(=C(C=C1C)C)N1CCCC1)C (3-amino-N-(2,4,6-trimethyl-3-pyrrolidin-1-ylphenyl)thiophene-2-carboxamide). Isolated yield 32.1%. As a reaction SMILES: [CH3:1][C:2]1[C:8]([N:9]2[CH2:13][CH2:12][CH2:11][CH2:10]2)=[C:7]([CH3:14])[CH:6]=[C:5]([CH3:15])[C:3]=1[NH2:4].C[Al](C)C.[NH2:20][C:21]1[CH:25]=[CH:24][S:23][C:22]=1[C:26](OC)=[O:27].Cl>ClCCCl>[NH2:20][C:21]1[CH:25]=[CH:24][S:23][C:22]=1[C:26]([NH:4][C:3]1[C:5]([CH3:15])=[CH:6][C:7]([CH3:14])=[C:8]([N:9]2[CH2:13][CH2:12][CH2:11][CH2:10]2)[C:2]=1[CH3:1])=[O:27]. Reported procedure: To a solution of 2,4,6-trimethyl-3-pyrrolidin-1-yl-aniline, (1.5 g, 7.6 mmol) in anhydrous 1,2 dichloroethane (20 mL), chilled to 0° C. under N2, was added a solution of trimethylaluminum (2M in hexanes) (7.6 mL, 15.2 mmol). Upon completion of the addition, the ice bath was removed and the reaction was stirred for 30 min. at room temperature. Methyl 3-amino-2-thiophenecarboxylate (0.95 g, 0.8 equivalents.) was added in one portion to the flask, and the reaction mixture was refluxed for 18 hours.... Yields the product Nc1ccc(N2C(=O)c3ccccc3C2=O)cc1S(F)(F)(F)(F)F. Reactants: CO, [H][H], O=C1c2ccccc2C(=O)N1c1ccc([N+](=O)[O-])c(S(F)(F)(F)(F)F)c1. RXN SMILES: [CH3:29][OH:30].[H:27][H:28].[N+:1]([O-:2])(=[O:3])[c:4]1[c:5]([S:21]([F:22])([F:23])([F:24])([F:25])[F:26])[cH:6][c:7]([N:10]2[C:11](=[O:20])[c:12]3[cH:13][cH:14][cH:15][cH:16][c:17]3[C:18]2=[O:19])[cH:8][cH:9]1>>[NH2:1][c:4]1[c:5]([S:21]([F:22])([F:23])([F:24])([F:25])[F:26])[cH:6][c:7]([N:10]2[C:11](=[O:20])[c:12]3[cH:13][cH:14][cH:15][cH:16][c:17]3[C:18]2=[O:19])[cH:8][cH:9]1. The reactants are [I-].C(=O)NC1=C(CCC2=[N+](C=CC=C2)C)C=C(C=C1)OC (2-(2-formamido-5-methoxyphenethyl)-1-methylpyridinium iodide), [I-].[N+](=O)([O-])C1=C(C=CC2=[N+](C=CC=C2)C)C=CC=C1 (2-(o-nitrostyryl)-1-methylpyridinium iodide). The solvent is Cl (hydrogen chloride). Yields the product NC1=C(CCC2N(CCCC2)C)C=C(C=C1)OC (2-(2-amino-5-methoxyphenethyl)-1-methylpiperidine). Reaction SMILES: [I-].C([NH:4][C:5]1[CH:19]=[CH:18][C:17]([O:20][CH3:21])=[CH:16][C:6]=1[CH2:7][CH2:8][C:9]1[CH:14]=[CH:13][CH:12]=[CH:11][N+:10]=1[CH3:15])=O.[I-].[N+](C1C=CC=CC=1C=CC1C=CC=C[N+]=1C)([O-])=O>Cl>[NH2:4][C:5]1[CH:19]=[CH:18][C:17]([O:20][CH3:21])=[CH:16][C:6]=1[CH2:7][CH2:8][CH:9]1[CH2:14][CH2:13][CH2:12][CH2:11][N:10]1[CH3:15] |f:0.1,2.3|. Procedure details: Catalytic reduction of 2-(2-formamido-5-methoxyphenethyl)-1-methylpyridinium iodide as described in Example 1 for 2-(o-nitrostyryl)-1-methylpyridinium iodide provides 2-(2-formamido-5-methoxyphenethyl)lmethylpiperidine. This material is deformylated in 1 N methanolic hydrogen chloride providing 2-(2-amino-5-methoxyphenethyl)-1-methylpiperidine. Procedure details: To a stirred suspension of the anomeric mixture 3 (7.26 g, 0.013 mol) and thymine (3.25 g, 0.028 mol) in anhydrous acetonitrile (80 cm3) was added N,O-bis(trimethylsilyl)acetamide (19.1 cm3, 0.077 mol). The reaction mixture was stirred at 60° C. for 1 h and then cooled to 0° C. Trimethylsilyl triflate (4.1 cm3, 0.023 mol) was added drop-wise during 10 min and the mixture was subsequently heated for 22 h under reflux. After cooling to room temperature, a saturated aqueous solution of sodium hydro... Yields the product C(C)(=O)O[C@H]1[C@@H](OC([C@@H]1OCC1=CC=CC=C1)(COC(C1=CC=CC=C1)=O)COC(C1=CC=CC=C1)=O)N1C(=O)NC(=O)C(C)=C1 (1-(2-O-Acetyl-5-O-benzoyl-4-C-benzoyloxymethyl-3-O-benzyl-β-D-xylofuranosyl)thymine). Starting materials: O(S(=O)(=O)C(F)(F)F)[Si](C)(C)C (Trimethylsilyl triflate), C(O)([O-])=O.[Na+] (sodium hydrogen carbonate), C(C1=CC=CC=C1)(=O)O[C@@H]([C@@]1([C@@H]([C@H](C(OC(C)=O)O1)OC(C)=O)OCC1=CC=CC=C1)COC(C1=CC=CC=C1)=O)CO (5-O-Benzoyl-4-C-benzoyloxymethyl-3-O-benzyl-1,2-di-O-acetyl-D-glucofuranose), N1C(=O)NC(=O)C(C)=C1 (thymine), C/C(=N\[Si](C)(C)C)/O[Si](C)(C)C (N,O-bis(trimethylsilyl)acetamide). Isolated yield 84.2%. RXN SMILES: [C:1]([O:9][C@H:10](CO)[C@@:11]1([CH2:32][O:33][C:34](=[O:41])[C:35]2[CH:40]=[CH:39][CH:38]=[CH:37][CH:36]=2)[O:19][CH:14](OC(=O)C)[C@H:13]([O:20][C:21](=[O:23])[CH3:22])[C@H:12]1[O:24][CH2:25][C:26]1[CH:31]=[CH:30][CH:29]=[CH:28][CH:27]=1)(=[O:8])[C:2]1[CH:7]=[CH:6][CH:5]=[CH:4][CH:3]=1.[NH:44]1[CH:52]=[C:50]([CH3:51])[C:48](=[O:49])[NH:47][C:45]1=[O:46].C/C(/O[Si](C)(C)C)=N\[Si](C)(C)C.O([Si](C)(C)C)S(C(F)(F)F)(=O)=O.C(=O)([O-])O.[Na+]>C(#N)C>[C:21]([O:20][C@@H:13]1[C@@H:12]([O:24][CH2:25][C:26]2[CH:27]=[CH:28][CH:29]=[CH:30][CH:31]=2)[C:11]([CH2:32][O:33][C:34](=[O:41])[C:35]2[CH:36]=[CH:37][CH:38]=[CH:39][CH:40]=2)([CH2:10][O:9][C:1](=[O:8])[C:2]2[CH:7]=[CH:6][CH:5]=[CH:4][CH:3]=2)[O:19][C@H:14]1[N:44]1[CH:52]=[C:50]([CH3:51])[C:48](=[O:49])[NH:47][C:45]1=[O:46])(=[O:23])[CH3:22] |f:4.5|. Run in C(C)#N (acetonitrile). Reaction conditions: temperature 60 celsius, time 1 hour.